This data is from the Open Reaction Database (ORD), a public repository of structured organic reaction records. The task is: describe an organic reaction: reactants, conditions, products, and yield Reactants: OC1=CC=C(C=C1)C(C)(C)C1=CC=C(C=C1)O (bisphenol A), P(=O)(OC1=CC=CC=C1)(OC1=CC=CC=C1)Cl (diphenyl chlorophosphate). Solvent: N1=CC=CC=C1 (pyridine). RXN SMILES: [OH:1][C:2]1[CH:7]=[CH:6][C:5]([C:8]([C:11]2[CH:16]=[CH:15][C:14]([OH:17])=[CH:13][CH:12]=2)([CH3:10])[CH3:9])=[CH:4][CH:3]=1.[P:18](Cl)([O:27][C:28]1[CH:33]=[CH:32][CH:31]=[CH:30][CH:29]=1)([O:20][C:21]1[CH:26]=[CH:25][CH:24]=[CH:23][CH:22]=1)=[O:19]>N1C=CC=CC=1>[CH3:9][C:8]([C:11]1[CH:12]=[CH:13][C:14]([O:17][P:18]([O:20][C:21]2[CH:22]=[CH:23][CH:24]=[CH:25][CH:26]=2)([O:27][C:28]2[CH:29]=[CH:30][CH:31]=[CH:32][CH:33]=2)=[O:19])=[CH:15][CH:16]=1)([C:5]1[CH:4]=[CH:3][C:2]([O:1][P:18]([O:27][C:28]2[CH:33]=[CH:32][CH:31]=[CH:30][CH:29]=2)([O:20][C:21]2[CH:26]=[CH:25][CH:24]=[CH:23][CH:22]=2)=[O:19])=[CH:7][CH:6]=1)[CH3:10]. The product is CC(C)(C1=CC=C(C=C1)OP(=O)(OC2=CC=CC=C2)OC3=CC=CC=C3)C4=CC=C(C=C4)OP(=O)(OC5=CC=CC=C5)OC6=CC=CC=C6 (Bisphenol A bis(diphenyl phosphate)), title compound. Procedure details: Bisphenol A bis(diphenyl phosphate) was prepared by the reaction of 11.4 g of bisphenol A with 29.6 g of diphenyl chlorophosphate in 100 ml of pyridine, which was performed by the protocol of Example 2. Recrystallization from isopropanol gave 12 g of the title compound of mp=56°-58° C. Mass spectrum: m/e 692. Elemental analysis found weight percent C=68.2 and weight percent H=5.04. Starting materials: Fc1ccc(OCCCCl)cc1, [K+], [K+], c1ccc2c(c1)ncn2C1CCNCC1, O=C([O-])[O-], CN(C)C=O, O. Yields the product Fc1ccc(OCCCN2CCC(n3cnc4ccccc43)CC2)cc1. Reaction SMILES: [Cl:16][CH2:17][CH2:18][CH2:19][O:20][c:21]1[cH:22][cH:23][c:24]([F:27])[cH:25][cH:26]1.[K+:28].[K+:29].[NH:1]1[CH2:2][CH2:3][CH:4]([n:7]2[cH:8][n:9][c:10]3[c:11]2[cH:12][cH:13][cH:14][cH:15]3)[CH2:5][CH2:6]1.[O-:30][C:31]([O-:32])=[O:33].[O:35]=[CH:36][N:37]([CH3:38])[CH3:39].[OH2:34]>>[N:1]1([CH2:17][CH2:18][CH2:19][O:20][c:21]2[cH:22][cH:23][c:24]([F:27])[cH:25][cH:26]2)[CH2:2][CH2:3][CH:4]([n:7]2[cH:8][n:9][c:10]3[c:11]2[cH:12][cH:13][cH:14][cH:15]3)[CH2:5][CH2:6]1. The reactants are C (carbon black), NC1=CC=C(C=C1)C1=C(NC2=CN=CC=C21)C(=O)OCC (ethyl 3-(4-aminophenyl)-1H-pyrrolo[2,3-c]pyridine-2-carboxylate), solution, N (ammonia), N (ammonia). Run in CO (methanol), CO (methanol). Reaction conditions: temperature 80 celsius, time 20 hour. The product is NC1=CC=C(C=C1)C1=C(NC2=CN=CC=C21)C(=O)N (3-(4-aminophenyl)-1H-pyrrolo[2,3-c]pyridine-2-carboxamide). As a reaction SMILES: [NH2:1][C:2]1[CH:7]=[CH:6][C:5]([C:8]2[C:16]3[C:11](=[CH:12][N:13]=[CH:14][CH:15]=3)[NH:10][C:9]=2[C:17]([O:19]CC)=O)=[CH:4][CH:3]=1.[NH3:22].C>CO>[NH2:1][C:2]1[CH:3]=[CH:4][C:5]([C:8]2[C:16]3[C:11](=[CH:12][N:13]=[CH:14][CH:15]=3)[NH:10][C:9]=2[C:17]([NH2:22])=[O:19])=[CH:6][CH:7]=1. Procedure details: To a solution of 600 mg of ethyl 3-(4-aminophenyl)-1H-pyrrolo[2,3-c]pyridine-2-carboxylate in 62 mL of a 3N solution of ammonia in methanol are added 11 mL of 22% aqueous ammonia solution. The reaction mixture is stirred for 20 hours in an autoclave at 80° C. (12 bar) and then concentrated under reduced pressure. The residue obtained is diluted in 100 mL of methanol, treated with carbon black and refluxed for 30 minutes. The mixture is filtered while hot through Celite and then rinsed with 2×10 ... The reactants are C(C)(C)S(=O)(=O)C1=CC=C(C=C1)C=1N=C2C(=NC1)N(C=C2N2CC1=CC=C(C=C1C2=O)C#N)C(C2=CC=CC=C2)(C2=CC=CC=C2)C2=CC=CC=C2 (2-[2-(4-isopropylsulfonylphenyl)-5-trityl-pyrrolo[2,3-b]pyrazin-7-yl]-3-oxo-isoindoline-5-carbonitrile), [BH4-].[Na+] (NaBH4), CoCl2. The solvent is C(Cl)Cl (DCM), CO (MeOH). Run at time 2 hour. Yields the product NCC1=CC=C2CN(C(C2=C1)=O)C1=CNC2=NC=C(N=C21)C2=CC=C(C=C2)S(=O)(=O)C(C)C (6-(aminomethyl)-2-(2-(4-(isopropylsulfonyl)phenyl)-5H-pyrrolo[2,3-b]pyrazin-7-yl)isoindolin-1-one). RXN SMILES: [CH:1]([S:4]([C:7]1[CH:12]=[CH:11][C:10]([C:13]2[N:14]=[C:15]3[C:21]([N:22]4[C:30](=[O:31])[C:29]5[C:24](=[CH:25][CH:26]=[C:27]([C:32]#[N:33])[CH:28]=5)[CH2:23]4)=[CH:20][N:19](C(C4C=CC=CC=4)(C4C=CC=CC=4)C4C=CC=CC=4)[C:16]3=[N:17][CH:18]=2)=[CH:9][CH:8]=1)(=[O:6])=[O:5])([CH3:3])[CH3:2].[BH4-].[Na+]>C(Cl)Cl.CO>[NH2:33][CH2:32][C:27]1[CH:28]=[C:29]2[C:24]([CH2:23][N:22]([C:21]3[C:15]4[C:16](=[N:17][CH:18]=[C:13]([C:10]5[CH:11]=[CH:12][C:7]([S:4]([CH:1]([CH3:3])[CH3:2])(=[O:6])=[O:5])=[CH:8][CH:9]=5)[N:14]=4)[NH:19][CH:20]=3)[C:30]2=[O:31])=[CH:25][CH:26]=1 |f:1.2|. Reported procedure: 2-[2-(4-isopropylsulfonylphenyl)-5-trityl-pyrrolo[2,3-b]pyrazin-7-yl]-3-oxo-isoindoline-5-carbonitrile (130 mg, 0.1858 mmol) dissolved in a mixture of DCM (10 mL) and MeOH (5 mL) under N2. CoCl2 (48.25 mg, 0.3716 mmol) added then the reaction mixture cooled in an ice bath. NaBH4 (70 mg, 1.858 mmol) added in one portion. Ice bath removed and mixture stirred for 2 h then cooled in an ice bath and water (˜5 mL) added. Mixture diluted with DCM (˜20 mL) and stirred vigorously for 20 mins. Layers sepa...